Dataset: the Open Reaction Database (ORD), a public repository of structured organic reaction records. Task: describe an organic reaction: reactants, conditions, products, and yield The reactants are C(C1=CC=CC=C1)OC1=C(C=C(C=C1)C(CC1=CC=CC=C1)=O)OC (1-(4-benzyloxy-3-methoxyphenyl)-2-phenyl-1-ethanone). Run in ClCCl (dichloromethane), Br (hydrobromic acid), C(C)(=O)O (acetic acid). Conditions: time 1.5 hour. The product is OC1=C(C=C(C=C1)C(CC1=CC=CC=C1)=O)OC (1-(4-hydroxy-3-methoxyphenyl)-2-phenyl-1-ethanone). RXN SMILES: C([O:8][C:9]1[CH:14]=[CH:13][C:12]([C:15](=[O:23])[CH2:16][C:17]2[CH:22]=[CH:21][CH:20]=[CH:19][CH:18]=2)=[CH:11][C:10]=1[O:24][CH3:25])C1C=CC=CC=1>ClCCl.Br.C(O)(=O)C>[OH:8][C:9]1[CH:14]=[CH:13][C:12]([C:15](=[O:23])[CH2:16][C:17]2[CH:22]=[CH:21][CH:20]=[CH:19][CH:18]=2)=[CH:11][C:10]=1[O:24][CH3:25]. Procedure: A solution of 5.9 g, (17.8 mmol) of the above ketone in a mixture of dichloromethane (60 mL) and 30% hydrobromic acid in acetic acid (27 mL) was stirred for 1.5 h at room temperature and then the dichloromethane was evaporated at reduced pressure and the reaction mixture was poured onto 200 mL of an ice/water mixture. The precipitate formed was filtered off, and dried under vacuum to provide 1-(4-hydroxy-3-methoxyphenyl)-2-phenyl-1-ethanone as beige crystals, m.p. 107 to 108° C. Starting materials: [Si](C)(C)(C(C)(C)C)OCCC#CC1(C(COC2=CC(=CC=C12)OCOC)(C)C1=CC=C(C=C1)OCOC)O (4-[4-(t-butyl dimethylsilyloxy)-1-butynyl]4-hydroxy-7-methoxymethoxy-3-(4-(methoxymethoxy)phenyl)-3-methylchroman). The reagents and catalysts are [Pd] (Pd/C). The solvent is C(C)(=O)OCC (ethyl acetate). Run at time 1 hour. Product: [Si](C)(C)(C(C)(C)C)OCCCCC1C(COC2=CC(=CC=C12)OCOC)(C)C1=CC=C(C=C1)OCOC ((3RS,4RS)-4-[4-(t-butyldimethylsilyloxy)-1-butyl]-7-methoxymethoxy-3-(4-(methoxymethoxy)phenyl)-3-methylchroman). Isolated yield 43.4%. RXN SMILES: [Si:1]([O:8][CH2:9][CH2:10][C:11]#[C:12][C:13]1(O)[C:22]2[C:17](=[CH:18][C:19]([O:23][CH2:24][O:25][CH3:26])=[CH:20][CH:21]=2)[O:16][CH2:15][C:14]1([C:28]1[CH:33]=[CH:32][C:31]([O:34][CH2:35][O:36][CH3:37])=[CH:30][CH:29]=1)[CH3:27])([C:4]([CH3:7])([CH3:6])[CH3:5])([CH3:3])[CH3:2]>C(OCC)(=O)C.[Pd]>[Si:1]([O:8][CH2:9][CH2:10][CH2:11][CH2:12][CH:13]1[C:22]2[C:17](=[CH:18][C:19]([O:23][CH2:24][O:25][CH3:26])=[CH:20][CH:21]=2)[O:16][CH2:15][C:14]1([C:28]1[CH:29]=[CH:30][C:31]([O:34][CH2:35][O:36][CH3:37])=[CH:32][CH:33]=1)[CH3:27])([C:4]([CH3:7])([CH3:6])[CH3:5])([CH3:2])[CH3:3]. Procedure details: 4-[4-(t-butyl dimethylsilyloxy)-1-butynyl]4-hydroxy-7-methoxymethoxy-3-(4-(methoxymethoxy)phenyl)-3-methylchroman (1.6 g, 2.95 mmol) was dissolved in ethyl acetate (30 ml), and then 10% Pd/C (0.6 g) was added thereto. The reaction suspension was stirred under hydrogen for 1 hour, filtered, and concentrated. The residue was subjected to silica gel column chromatography (n-hexane:ethyl acetate=20:1) to give the title compound (680 mg, yield 44%) as a colorless oil. Starting materials: [H][H] (hydrogen), FC(C1=CC=C(C=C1)NNC(C1=CC=C(C=C1)[N+](=O)[O-])=O)(F)F (4-nitrobenzoic acid N′-(4-trifluoromethylphenyl)hydrazide), C(=O)(Cl)Cl (phosgene), amine. The reagents and catalysts are [Pd] (Pd/C). The solvent is CCO (EtOH). Product: [N+](=O)([O-])C1=CC=C(C=C1)C1=NN(C(O1)=O)C1=CC=C(C=C1)C(F)(F)F (5-(4-Nitrophenyl)-3-(4-trifluoromethylphenyl) 3H-[1,3,4]oxadiazole-2-one). As a reaction SMILES: [F:1][C:2]([F:23])([F:22])[C:3]1[CH:8]=[CH:7][C:6]([NH:9][NH:10][C:11](=[O:21])[C:12]2[CH:17]=[CH:16][C:15]([N+:18]([O-:20])=[O:19])=[CH:14][CH:13]=2)=[CH:5][CH:4]=1.[C:24](Cl)(Cl)=[O:25].[H][H]>CCO.[Pd]>[N+:18]([C:15]1[CH:14]=[CH:13][C:12]([C:11]2[O:21][C:24](=[O:25])[N:9]([C:6]3[CH:5]=[CH:4][C:3]([C:2]([F:22])([F:23])[F:1])=[CH:8][CH:7]=3)[N:10]=2)=[CH:17][CH:16]=1)([O-:20])=[O:19]. Procedure: 5-(4-Nitrophenyl)-3-(4-trifluoromethylphenyl) 3H-[1,3,4]oxadiazole-2-one was prepared by treating the corresponding 4-nitrobenzoic acid N′-(4-trifluoromethylphenyl)hydrazide with phosgene, using conditions described by Reimlinger et al. in Chem. Ber. 1970, 103, 1934. The nitro group was then reduced to the amine by treatment with hydrogen and Pd/C in EtOH: mp 160-163° C.; 1H NMR (400 MHz, CDCl3) δ 8.1 (d, J=8.4 Hz, 2H), 7.75 (m, 4H), 6.75 (d, J=8.4 Hz, 2H), 4.1 (br s, 2H); MS m/z 322.6 (MAI). Reactants: CCOC(=O)c1[nH]ccc1N, CCOc1cccc(C=O)n1, CC(=O)O, CCO. Yields the product CCOC(=O)c1[nH]ccc1NCc1cccc(OCC)n1. Reaction SMILES: [CH2:16]([CH3:17])[O:18][C:19](=[O:20])[c:21]1[nH:22][cH:23][cH:24][c:25]1[NH2:26].[CH2:5]([CH3:6])[O:7][c:8]1[cH:9][cH:10][cH:11][c:12]([CH:14]=[O:15])[n:13]1.[CH3:1][C:2](=[O:3])[OH:4].[CH3:27][CH2:28][OH:29]>>[CH2:5]([CH3:6])[O:7][c:8]1[cH:9][cH:10][cH:11][c:12]([CH2:14][NH:26][c:25]2[c:21]([C:19]([O:18][CH2:16][CH3:17])=[O:20])[nH:22][cH:23][cH:24]2)[n:13]1. Starting materials: N1(CCCCC1)CC1=CC(=NC=C1)OCCCCCN (5-(4-piperidinomethyl-2-pyridyloxy)pentylamine), O1C(CSCC1)=O (1,4-oxathian-2-one). Yields the product N1(CCCCC1)CC1=CC(=NC=C1)OCCCCCNC(CSCCO)=O (N-[5-(4-Piperidinomethyl-2-pyridyloxy)pentyl]-2-(2-hydroxyethylthio)acetamide). Yield: 78.0%. Reaction SMILES: [N:1]1([CH2:7][C:8]2[CH:13]=[CH:12][N:11]=[C:10]([O:14][CH2:15][CH2:16][CH2:17][CH2:18][CH2:19][NH2:20])[CH:9]=2)[CH2:6][CH2:5][CH2:4][CH2:3][CH2:2]1.[O:21]1[CH2:26][CH2:25][S:24][CH2:23][C:22]1=[O:27]>>[N:1]1([CH2:7][C:8]2[CH:13]=[CH:12][N:11]=[C:10]([O:14][CH2:15][CH2:16][CH2:17][CH2:18][CH2:19][NH:20][C:22](=[O:27])[CH2:23][S:24][CH2:25][CH2:26][OH:21])[CH:9]=2)[CH2:6][CH2:5][CH2:4][CH2:3][CH2:2]1. Reported procedure: Following a procedure similar to that described in Example 68, but using 5-(4-piperidinomethyl-2-pyridyloxy)pentylamine and 1,4-oxathian-2-one as starting materials, in relative proportions similar to those used in that Example, the title compound was obtained as an oil in a 78% yield.